From a dataset of the Open Reaction Database (ORD), a public repository of structured organic reaction records. describe an organic reaction: reactants, conditions, products, and yield Starting materials: OCC(CCCCCCC=1C(CCC1)=O)=O (2-(8-hydroxy-7-oxo-octyl)cyclopent-2-en-1-one), C([O-])(O)=O.[Na+] (sodium bicarbonate), C(CO)O (ethylene glycol), CC1=CC=C(C=C1)S(=O)(=O)O (P-toluenesulfonic acid). Solvent: C1(=CC=CC=C1)C (toluene). The product is C1COC2(C(=CCC2)CCCCCCC(CO)=O)O1 (2-(8-hydroxy-7-oxo-octyl)cyclopent-2-en-1-one-7-ethylene ketal). Reaction SMILES: [OH:1][CH2:2][C:3](=[O:16])[CH2:4][CH2:5][CH2:6][CH2:7][CH2:8][CH2:9][C:10]1[C:11](=[O:15])[CH2:12][CH2:13][CH:14]=1.[CH2:17](O)[CH2:18][OH:19].CC1C=CC(S(O)(=O)=O)=CC=1.C(=O)(O)[O-].[Na+]>C1(C)C=CC=CC=1>[CH2:18]1[O:19][C:11]2([CH2:12][CH2:13][CH:14]=[C:10]2[CH2:9][CH2:8][CH2:7][CH2:6][CH2:5][CH2:4][C:3](=[O:16])[CH2:2][OH:1])[O:15][CH2:17]1 |f:3.4|. Procedure details: A solution of 5.5 g. of 2-(8-hydroxy-7-oxo-octyl)cyclopent-2-en-1-one (Example 88), 25 ml. of ethylene glycol, and 0.1 g. of P-toluenesulfonic acid in 200 ml. of toluene is reflucted for 40 minutes using a Dean-Stark trap. The solution is poured into saturated sodium bicarbonate. The mixture is extracted with benzene. The organic solution is washed three times with water and dried over magnesium sulfate. The solvent is removed to give 6.0 g. of the title compound. Starting materials: Cc1cc(N2CCC(=O)CC2)ncn1, Cc1cc(C2=CCN(C(=O)OC(C)(C)C)CC2)c2nc(N)nn2c1. Product: Cc1cc(C2=CCN(C(=O)OC(C)(C)C)CC2)c2nc(NC3CCN(c4cc(C)ncn4)CC3)nn2c1. As a reaction SMILES: [CH3:25][c:26]1[cH:27][c:28]([N:32]2[CH2:33][CH2:34][C:35](=[O:38])[CH2:36][CH2:37]2)[n:29][cH:30][n:31]1.[NH2:1][c:2]1[n:3][n:4]2[c:5]([c:6]([C:11]3=[CH:12][CH2:13][N:14]([C:17](=[O:18])[O:19][C:20]([CH3:21])([CH3:22])[CH3:23])[CH2:15][CH2:16]3)[cH:7][c:8]([CH3:10])[cH:9]2)[n:24]1>>[NH:1]([c:2]1[n:3][n:4]2[c:5]([c:6]([C:11]3=[CH:12][CH2:13][N:14]([C:17](=[O:18])[O:19][C:20]([CH3:21])([CH3:22])[CH3:23])[CH2:15][CH2:16]3)[cH:7][c:8]([CH3:10])[cH:9]2)[n:24]1)[CH:35]1[CH2:34][CH2:33][N:32]([c:28]2[cH:27][c:26]([CH3:25])[n:31][cH:30][n:29]2)[CH2:37][CH2:36]1. Starting materials: C=C(C)c1cccc(C(C)(C)N=C=O)c1, CC(C)O, [K+], [OH-]. The product is C=C(C)c1cccc(C(C)(C)N)c1. RXN SMILES: [CH3:1][C:2]([CH3:3])([c:4]1[cH:5][c:6]([C:10](=[CH2:11])[CH3:12])[cH:7][cH:8][cH:9]1)[N:13]=[C:14]=[O:15].[CH:18]([OH:19])([CH3:20])[CH3:21].[K+:17].[OH-:16]>>[CH3:1][C:2]([CH3:3])([c:4]1[cH:5][c:6]([C:10](=[CH2:11])[CH3:12])[cH:7][cH:8][cH:9]1)[NH2:13]. Reactants: CN1C=2C(C(=O)OC1=O)=CC=CC2 (N-methylisatoic anhydride), C(NN)(=O)OCC (ethyl carbazate), C(C)O (ethanol). Run in C(C)(=O)OCC (ethyl acetate). Product: CNC1=C(C(=O)NNC(=O)OCC)C=CC=C1 (N-(2-methylaminobenzoyl)-N′-ethoxycarbonylhydrazine). The yield is 50.5%. Reaction SMILES: C[N:2]1[C:8](=O)[O:7][C:5](=O)[C:4]2=[CH:10][CH:11]=[CH:12][CH:13]=[C:3]12.[C:14]([O:18][CH2:19][CH3:20])(=[O:17])[NH:15][NH2:16].C(O)C>C(OCC)(=O)C>[CH3:8][NH:2][C:3]1[CH:13]=[CH:12][CH:11]=[CH:10][C:4]=1[C:5]([NH:16][NH:15][C:14]([O:18][CH2:19][CH3:20])=[O:17])=[O:7]. Procedure details: A mixture of 8.86 g of N-methylisatoic anhydride, 5.73 g of ethyl carbazate and 25 ml of ethanol was heated to reflux for 2 hours. After the reaction mixture was allowed to around room temperature, ethyl acetate was added thereto and the mixture was washed with water two times. The organic layer was dried over anhydrous sodium sulfate, and concentrated under reduced pressure. The resulting residue was washed with methyl tert-butyl ether to obtain 5.99 g of N-(2-methylaminobenzoyl)-N′-ethoxycarbo... Reactants: C1(=CC=CC=C1)CCCCCO (5-phenyl-1-pentanol), alcohol, crude material. The solvent is C(C)(=O)O (acetic acid). Run at time 22 hour. Yields the product C1(CCCCC1)CCCCCO (5-Cyclohexyl-1-pentanol). As a reaction SMILES: [C:1]1([CH2:7][CH2:8][CH2:9][CH2:10][CH2:11][OH:12])[CH:6]=[CH:5][CH:4]=[CH:3][CH:2]=1>C(O)(=O)C>[CH:1]1([CH2:7][CH2:8][CH2:9][CH2:10][CH2:11][OH:12])[CH2:6][CH2:5][CH2:4][CH2:3][CH2:2]1. Reported procedure: To a portion of 100 mL glacial acetic acid, purged with argon, was added 5.62 g of PtO2 (Aldrich) followed by a solution of 25.00 g (152.2 mmol, Aldrich) of 5-phenyl-1-pentanol in 100 mL glacial acetic acid. The reaction vessel was evacuated and purged with H2 three times, the the reaction mixture was stirred under H2 (1 atm) of 22 hours. The reaction was not complete by thin layer chromatography. A second portion of 3.25 (Aldrich) of PtO2 was added and the reaction was stirred under H2 (1 atm) ...